From a dataset of the Open Reaction Database (ORD), a public repository of structured organic reaction records. describe an organic reaction: reactants, conditions, products, and yield Reactants: C1=CCN(Cc2ccccc2)C1, CC(C)=O, O, O=C(OO)c1cccc(Cl)c1, O=S(=O)(O)O. Yields the product OC1CN(Cc2ccccc2)CC1O. As a reaction SMILES: [CH2:1]([c:2]1[cH:3][cH:4][cH:5][cH:6][cH:7]1)[N:8]1[CH2:9][CH:10]=[CH:11][CH2:12]1.[CH3:30][C:31](=[O:32])[CH3:33].[OH2:18].[OH:19][O:20][C:21]([c:22]1[cH:23][c:24]([Cl:25])[cH:26][cH:27][cH:28]1)=[O:29].[S:13]([OH:14])(=[O:15])(=[O:16])[OH:17]>>[CH2:1]([c:2]1[cH:3][cH:4][cH:5][cH:6][cH:7]1)[N:8]1[CH2:9][CH:10]([OH:14])[CH:11]([OH:18])[CH2:12]1.